Dataset: the Open Reaction Database (ORD), a public repository of structured organic reaction records. Task: describe an organic reaction: reactants, conditions, products, and yield Reported procedure: Ethyl 2-methyl-6-phenylnicotinate (D18) (284 mg, 1.2 mmol) was treated with aq. 2M NaOH in ethanol at reflux giving the title compound as an off white solid (108 mg). MS (AP): MH+ 214, M-H+ 212. Reaction SMILES: [CH3:1][C:2]1[N:12]=[C:11]([C:13]2[CH:18]=[CH:17][CH:16]=[CH:15][CH:14]=2)[CH:10]=[CH:9][C:3]=1[C:4]([O:6]CC)=[O:5].[OH-].[Na+]>C(O)C>[CH3:1][C:2]1[N:12]=[C:11]([C:13]2[CH:18]=[CH:17][CH:16]=[CH:15][CH:14]=2)[CH:10]=[CH:9][C:3]=1[C:4]([OH:6])=[O:5] |f:1.2|. Solvent: C(C)O (ethanol). The reactants are CC1=C(C(=O)OCC)C=CC(=N1)C1=CC=CC=C1 (Ethyl 2-methyl-6-phenylnicotinate), [OH-].[Na+] (NaOH). The product is CC1=C(C(=O)O)C=CC(=N1)C1=CC=CC=C1 (2-Methyl-6-phenylnicotinic acid), solid. Starting materials: COCCCN, Nc1nc(Cl)nc(Cl)c1Cl, C1CCOC1, O. Yields the product COCCCNc1nc(N)c(Cl)c(Cl)n1. RXN SMILES: [CH3:11][O:12][CH2:13][CH2:14][CH2:15][NH2:16].[NH2:1][c:2]1[n:3][c:4]([Cl:10])[n:5][c:6]([Cl:9])[c:7]1[Cl:8].[O:18]1[CH2:19][CH2:20][CH2:21][CH2:22]1.[OH2:17]>>[NH2:1][c:2]1[n:3][c:4]([NH:16][CH2:15][CH2:14][CH2:13][O:12][CH3:11])[n:5][c:6]([Cl:9])[c:7]1[Cl:8].